This data is from the Open Reaction Database (ORD), a public repository of structured organic reaction records. The task is: describe an organic reaction: reactants, conditions, products, and yield Starting materials: BrC1=CC=C(S1)S(=O)(=O)Cl (5-bromo-thiophene-2sulphonyl chloride), NC1=CC=NC=C1 (4-amino-pyridine). Reagents/catalysts: CN(C1=CC=NC=C1)C (4-dimethylamino-pyridine). The solvent is N1=CC=CC=C1 (pyridine). Reaction conditions: temperature 50 celsius, time 16 hour. The product is N1=CC=C(C=C1)NS(=O)(=O)C=1SC(=CC1)Br (5-Bromo-thiophene-2-sulfonic acid pyridin-4-ylamide). Yield: 95.9%. RXN SMILES: [Br:1][C:2]1[S:6][C:5]([S:7](Cl)(=[O:9])=[O:8])=[CH:4][CH:3]=1.[NH2:11][C:12]1[CH:17]=[CH:16][N:15]=[CH:14][CH:13]=1>CN(C)C1C=CN=CC=1.N1C=CC=CC=1>[N:15]1[CH:16]=[CH:17][C:12]([NH:11][S:7]([C:5]2[S:6][C:2]([Br:1])=[CH:3][CH:4]=2)(=[O:9])=[O:8])=[CH:13][CH:14]=1. Procedure details: A mixture of 5-bromo-thiophene-2sulphonyl chloride (1.31 g, 5.0 mmol), 4-dimethylamino-pyridine (0.61 g, 5.0 mmol) and 4-amino-pyridine (0.71 g, 7.5 mmol) in pyridine (20 ml) was stirred at 50° C. for 16 h. THE reaction mixture was evaporated and diluted with dichloromethane/MeOH/NH4OH 80:10:1. The formed precipitate was collected by filtration to yield the title compound (1.53 g, 96%) as an off-white solid, which was used without further purification. MS (ISN) 317.0 [(M−H)−], mp 310° C. Starting materials: CC(C)(C)[Si](C)(C)OC1CC(=O)OC(C=O)C1, CN([SiH](C)C)[Si](C)(C)C, Cc1ccccc1, O=C([O-])C(F)(F)F, CCCC[P+](CCCC)(CCCC)Cc1c(-c2ccc(F)cc2)nc(N(C)S(C)(=O)=O)nc1C(C)C, [Na], O. Yields the product CC(C)(C)[Si](C)(C)OC1CC(=O)OC(C(O)O)C1. Reaction SMILES: [C:54]([CH3:55])([CH3:56])([CH3:57])[Si:58]([O:59][CH:60]1[CH2:61][CH:62]([CH:67]=[O:68])[O:63][C:64](=[O:66])[CH2:65]1)([CH3:69])[CH3:70].[CH3:44][SiH:45]([CH3:46])[N:47]([CH3:48])[Si:49]([CH3:50])([CH3:51])[CH3:52].[CH3:72][c:73]1[cH:74][cH:75][cH:76][cH:77][cH:78]1.[F:1][C:2]([F:3])([F:5])[C:6](=[O:4])[O-:7].[F:8][c:9]1[cH:10][cH:11][c:12](-[c:13]2[c:14]([CH2:15][P+:16]([CH2:17][CH2:18][CH2:19][CH3:20])([CH2:21][CH2:22][CH2:23][CH3:24])[CH2:25][CH2:26][CH2:27][CH3:28])[c:29]([CH:30]([CH3:31])[CH3:32])[n:33][c:34]([N:35]([CH3:36])[S:37]([CH3:38])(=[O:39])=[O:40])[n:41]2)[cH:42][cH:43]1.[Na:53].[OH2:71]>>[OH:4][CH:67]([CH:62]1[CH2:61][CH:60]([O:59][Si:58]([C:54]([CH3:55])([CH3:56])[CH3:57])([CH3:69])[CH3:70])[CH2:65][C:64](=[O:66])[O:63]1)[OH:68].